This data is from the Open Reaction Database (ORD), a public repository of structured organic reaction records. The task is: describe an organic reaction: reactants, conditions, products, and yield Reactants: C(Cl)Cl (methylene chloride), O (water), C(C1=CC=CC=C1)(=O)NNC(CCC1=CC=C(C=C1)C1C(CN(CC1)C(=O)OC(C)(C)C)OCC1=CC2=CC=CC=C2C=C1)=O (tert-butyl (3RS,4RS)-4-[4-[3-(N'-benzoyl-hydrazino)-3-oxo-propyl]-phenyl]-3-(naphthalen-2-ylmethoxy)-piperidine-1-carboxylate), solution, [F-].C(CCC)[N+](CCCC)(CCCC)CCCC (tetrabutylammonium fluoride). The solvent is C[Si](N[Si](C)(C)C)(C)C (hexamethyidisilazane), O1CCCC1 (tetrahydrofuran). Yields the product C1=C(C=CC2=CC=CC=C12)COC1CN(CCC1C1=CC=C(C=C1)CCC=1OC(=NN1)C1=CC=CC=C1)C(=O)OC(C)(C)C (tert-butyl (3RS,4RS)-3-(naphthalen-2-ylmethoxy)-4-[4-[2-(5-phenyl-[1,3,4]oxadiazol-2-yl)-ethyl]-phenyl]-piperidine-1-carboxylate). The yield is 68.2%. RXN SMILES: [C:1]([NH:9][NH:10][C:11](=[O:45])[CH2:12][CH2:13][C:14]1[CH:19]=[CH:18][C:17]([CH:20]2[CH2:25][CH2:24][N:23]([C:26]([O:28][C:29]([CH3:32])([CH3:31])[CH3:30])=[O:27])[CH2:22][CH:21]2[O:33][CH2:34][C:35]2[CH:44]=[CH:43][C:42]3[C:37](=[CH:38][CH:39]=[CH:40][CH:41]=3)[CH:36]=2)=[CH:16][CH:15]=1)(=O)[C:2]1[CH:7]=[CH:6][CH:5]=[CH:4][CH:3]=1.[F-].C([N+](CCCC)(CCCC)CCCC)CCC.C(Cl)Cl.O>C[Si](C)(C)N[Si](C)(C)C.O1CCCC1>[CH:36]1[C:37]2[C:42](=[CH:41][CH:40]=[CH:39][CH:38]=2)[CH:43]=[CH:44][C:35]=1[CH2:34][O:33][CH:21]1[CH:20]([C:17]2[CH:16]=[CH:15][C:14]([CH2:13][CH2:12][C:11]3[O:45][C:1]([C:2]4[CH:3]=[CH:4][CH:5]=[CH:6][CH:7]=4)=[N:9][N:10]=3)=[CH:19][CH:18]=2)[CH2:25][CH2:24][N:23]([C:26]([O:28][C:29]([CH3:31])([CH3:30])[CH3:32])=[O:27])[CH2:22]1 |f:1.2|. Procedure: A solution of 106 mg (0.174 mmol) of tert-butyl (3RS,4RS)-4-[4-[3-(N'-benzoyl-hydrazino)-3-oxo-propyl]-phenyl]-3-(naphthalen-2-ylmethoxy)-piperidine-1-carboxylate in 1.5 ml of hexamethyidisilazane was treated with 39 μl (0.039 mmol) of a 1M solution of tetrabutylammonium fluoride in tetrahydrofuran and heated to reflux for 20 hours. For the working-up, the reaction mixture was treated with 50 ml of a 1:1 mixture of methylene chloride and water, the organic phase was subsequently separated and th... The reactants are COC1=C2[C@@]3(CC[C@H]4C(CCC[C@@]4([C@H]3COC2=CC(=C1)OC)C)(C)C)C ((1R,10R,11S,16S)-3,5-dimethoxy-1,11,15,15-tetramethyl-8-oxatetracyclo[8.8.0.02,7.011,16]octadeca-2,4,6-triene), Na2S, CN1CCCC1=O (NMP). Solvent: CCOC(=O)C (EtOAc). Reaction conditions: temperature 180 celsius. The product is COC1=CC(=C2[C@@]3(CC[C@H]4C(CCC[C@@]4([C@H]3COC2=C1)C)(C)C)C)O ((1R,10R,11S,16S)-5-methoxy-1,11,15,15-tetramethyl-8-oxatetracyclo[8.8.0.02,7.011,16]octadeca-2,4,6-trien-3-ol). Yield: 43.0%. RXN SMILES: C[O:2][C:3]1[CH:20]=[C:19]([O:21][CH3:22])[CH:18]=[C:17]2[C:4]=1[C@@:5]1([CH3:26])[C@H:14]([CH2:15][O:16]2)[C@:13]2([CH3:23])[C@H:8]([C:9]([CH3:25])([CH3:24])[CH2:10][CH2:11][CH2:12]2)[CH2:7][CH2:6]1.CN1C(=O)CCC1>CCOC(C)=O>[CH3:22][O:21][C:19]1[CH:18]=[C:17]2[C:4]([C@@:5]3([CH3:26])[C@H:14]([CH2:15][O:16]2)[C@:13]2([CH3:23])[C@H:8]([C:9]([CH3:25])([CH3:24])[CH2:10][CH2:11][CH2:12]2)[CH2:7][CH2:6]3)=[C:3]([OH:2])[CH:20]=1. Procedure: In a microwave tube, (1R,10R,11S,16S)-3,5-dimethoxy-1,11,15,15-tetramethyl-8-oxatetracyclo[8.8.0.02,7.011,16]octadeca-2,4,6-triene (Compound No. 38) (0.15 g, 0.42 mmol), Na2S (0.20 g, 2.6 mmol) and NMP (3 mL) were placed. The tube was sealed and subjected to microwave heating at 180° C. for 1 h. The reaction was cooled to room temperature, diluted with EtOAc (100 mL) and washed with water (50 mL). The organic layer was separated, dried (Na2SO4) and concentrated. Purification by column chromatogr... Starting materials: S1C(=NC2=C1C=CC=C2)CCCC(=O)O (4-(2-benzothiazolyl)butanoic acid), Cl.CO (hydrochloric acid methanol). The product is S1C(=NC2=C1C=CC=C2)CCCC(=O)OC (methyl 4-(2-benzothiazolyl)butanoate). Yield: 73.0%. RXN SMILES: [S:1]1[C:5]2[CH:6]=[CH:7][CH:8]=[CH:9][C:4]=2[N:3]=[C:2]1[CH2:10][CH2:11][CH2:12][C:13]([OH:15])=[O:14].Cl.[CH3:17]O>>[S:1]1[C:5]2[CH:6]=[CH:7][CH:8]=[CH:9][C:4]=2[N:3]=[C:2]1[CH2:10][CH2:11][CH2:12][C:13]([O:15][CH3:17])=[O:14] |f:1.2|. Reported procedure: A solution of 4-(2-benzothiazolyl)butanoic acid (3.75 g, 16.1 mmol, prepared according to the procedure of Example 11 in JP, A, 8-208631 (1996)) in hydrochloric acid-methanol (80 ml) was stirred at room temperature overnight, and evaporated. The residue was dissolved in chloroform, and washed with saturated aqueous sodium hydrogen carbonate. The organic layer was dried over anhydrous magnesium sulfate, evaporated, and purified through flash column chromatography to give methyl 4-(2-benzothiazoly...